Dataset: the Open Reaction Database (ORD), a public repository of structured organic reaction records. Task: describe an organic reaction: reactants, conditions, products, and yield Starting materials: C1CCOC1, COc1cc(O)cc(OC)c1, [Cl-], [NH4+], c1ccc(P(c2ccccc2)c2ccccc2)cc1. Product: COc1cc(N)cc(OC)c1. Reaction SMILES: [CH2:33]1[O:34][CH2:35][CH2:36][CH2:37]1.[CH3:1][O:2][c:3]1[cH:4][c:5]([OH:11])[cH:6][c:7]([O:9][CH3:10])[cH:8]1.[Cl-:31].[NH4+:32].[c:12]1([P:13]([c:14]2[cH:15][cH:16][cH:17][cH:18][cH:19]2)[c:20]2[cH:21][cH:22][cH:23][cH:24][cH:25]2)[cH:26][cH:27][cH:28][cH:29][cH:30]1>>[CH3:1][O:2][c:3]1[cH:4][c:5]([NH2:32])[cH:6][c:7]([O:9][CH3:10])[cH:8]1. Starting materials: N1C[C@@H](CCC1)NC(OC(C)(C)C)=O ((R)-tert-Butyl piperidin-3-ylcarbamate), BrC=1C(=C2C(=NC1)NC=C2NC(C(C)C)=O)F (N-(5-bromo-4-fluoro-1H-pyrrolo[2,3-b]pyridin-3-yl)isobutyramide). Solvent: CCCCO (n-BuOH). Conditions: temperature 160 celsius, time 24 hour. Product: BrC=1C(=C2C(=NC1)NC=C2NC(C(C)C)=O)N2C[C@@H](CCC2)NC(OC(C)(C)C)=O ((R)-tert-butyl 1-(5-bromo-3-isobutyramido-1H-pyrrolo[2,3-b]pyridin-4-yl)piperidin-3ylcarbamate). The yield is 46.9%. As a reaction SMILES: [NH:1]1[CH2:6][CH2:5][CH2:4][C@@H:3]([NH:7][C:8](=[O:14])[O:9][C:10]([CH3:13])([CH3:12])[CH3:11])[CH2:2]1.[Br:15][C:16]1[C:17](F)=[C:18]2[C:24]([NH:25][C:26](=[O:30])[CH:27]([CH3:29])[CH3:28])=[CH:23][NH:22][C:19]2=[N:20][CH:21]=1>CCCCO>[Br:15][C:16]1[C:17]([N:1]2[CH2:6][CH2:5][CH2:4][C@@H:3]([NH:7][C:8](=[O:14])[O:9][C:10]([CH3:11])([CH3:13])[CH3:12])[CH2:2]2)=[C:18]2[C:24]([NH:25][C:26](=[O:30])[CH:27]([CH3:28])[CH3:29])=[CH:23][NH:22][C:19]2=[N:20][CH:21]=1. Procedure details: (R)-tert-Butyl piperidin-3-ylcarbamate (327 mg, 1.63 mmol) was added to N-(5-bromo-4-fluoro-1H-pyrrolo[2,3-b]pyridin-3-yl)isobutyramide (140 mg) in n-BuOH (3 mL), and the reaction was stirred at 160° C. for 24 hours in a sealed tube. The reaction was concentrated to dryness. Then the residue was purified by C-18 reverse phase flash chromatography (Biotage SP4 unit, C-18 25M column, 10-90% gradient CH3CN/water gradient; 30 CV) to yield (R)-tert-butyl 1-(5-bromo-3-isobutyramido-1H-pyrrolo[2,3-b]py... The reactants are C1(C=2C(C(N1)=O)=CC=CC2)=O.[K] (potassium phthalimide), CS(=O)(=O)OCC(C)OS(=O)(=O)C (1,2-bis(methanesulfonyloxy)-propane), ice water. The solvent is CN(C=O)C (dimethyl formamide). Run at time 0.5 hour. The product is CS(=O)(=O)OC(CN1C(C=2C(C1=O)=CC=CC2)=O)C (N-(β-methanesulfonyloxy-propyl)-phthalimide). Isolated yield 41.5%. Reaction SMILES: [C:1]1(=[O:11])[NH:5][C:4](=[O:6])[C:3]2=[CH:7][CH:8]=[CH:9][CH:10]=[C:2]12.[K].CS(O[CH2:18][CH:19]([O:21][S:22]([CH3:25])(=[O:24])=[O:23])[CH3:20])(=O)=O>CN(C)C=O>[CH3:25][S:22]([O:21][CH:19]([CH3:20])[CH2:18][N:5]1[C:1](=[O:11])[C:2]2=[CH:10][CH:9]=[CH:8][CH:7]=[C:3]2[C:4]1=[O:6])(=[O:24])=[O:23] |f:0.1,^1:11|. Procedure details: 5.55 g (30 mmoles) of potassium phthalimide are added in small portions, within 1 hour, to a solution of 7.0 g (30 mmoles) of 1,2-bis(methanesulfonyloxy)-propane in 70 ml of dry dimethyl formamide, heated to 100°-105° C. The mixture is stirred at the same temperature for additional 0.5 hours, thereafter it is cooled and poured onto 350 ml of ice water. The separated crystalline substance is filtered off, washed with water and dried. This crude product, weighing 4.36 g (m.p.: 111°-121° C.) is rec... The reactants are OCC(F)(F)CCc1ccccc1, CCOC(=O)C(F)(F)c1cccc(C)c1. Yields the product Cc1cccc(C(F)(F)CO)c1. RXN SMILES: [F:16][C:17]([F:18])([CH2:19][CH2:20][c:21]1[cH:22][cH:23][cH:24][cH:25][cH:26]1)[CH2:27][OH:28].[F:1][C:2]([C:3](=[O:4])[O:5][CH2:6][CH3:7])([c:8]1[cH:9][c:10]([CH3:14])[cH:11][cH:12][cH:13]1)[F:15]>>[F:1][C:2]([CH2:3][OH:4])([c:8]1[cH:9][c:10]([CH3:14])[cH:11][cH:12][cH:13]1)[F:15]. The reactants are C(CC(=O)C)(=O)OCC (ethyl acetoacetate), N (ammonia), [OH-].[Ca+2].[OH-] (calcium hydroxide), C(CC)(=O)Cl (propionyl chloride). The solvent is C(Cl)Cl (methylene chloride), C(C)C(=O)C (methyl ethyl ketone). The product is C(CC)(=O)CC(=O)OCC (ethyl propionylacetate). Isolated yield 92.9%. Reaction SMILES: [C:1]([O:7][CH2:8][CH3:9])(=[O:6])[CH2:2][C:3]([CH3:5])=[O:4].[OH-].[Ca+2].[OH-].[C:13](Cl)(=O)CC.N>C(Cl)Cl.C(C(C)=O)C>[C:3]([CH2:2][C:1]([O:7][CH2:8][CH3:9])=[O:6])(=[O:4])[CH2:5][CH3:13] |f:1.2.3|. Procedure: Under the same conditions as in Example 1, 130 g (1.0 mol) of ethyl acetoacetate in a mixture of 1.2 l of methylene chloride and 300 ml of methyl ethyl ketone were reacted with 77.8 g (1.05 mol) of calcium hydroxide and 106.5 g (1.15 mol) of propionyl chloride. The subsequent reaction time after the ammonia had been metered in was 4 hours at a pH of 9.3. This gave 134 g (GC purity 72.0%) of ethyl propionylacetate (yield 67.0%). The product is Cl.ClC=1C=C(CNC(=N)NC(=N)NCCCCCCCC)C=CC1Cl (N1 -(3,4-dichlorobenzyl)-N5 -octyl-biguanide hydrochloride). Procedure details: To 20 g of N1 -cyano-N3 -octyl-guanidine and 20.2 g of 3,4-dichlorobenzylamine hydrochloride, 200 ml of mesitylene was added, which was heated and refluxed for 1.5 hours. Returning to room temperature after reaction, mesitylene was removed. To the residue, 200 ml of 10% ethanol aqueous solution was added, which was heated, and stirred for 3 hours at room temperature to be solidified. It was filtered off, and washed with 10% ethanol solution, water and isopropylether in turn, and 28.1 g of rough ... Reaction SMILES: [C:1]([NH:3][C:4]([NH:6][CH2:7][CH2:8][CH2:9][CH2:10][CH2:11][CH2:12][CH2:13][CH3:14])=[NH:5])#[N:2].Cl.[Cl:16][C:17]1[CH:18]=[C:19]([CH:22]=[CH:23][C:24]=1[Cl:25])[CH2:20][NH2:21]>C1(C)C=C(C)C=C(C)C=1>[ClH:16].[Cl:16][C:17]1[CH:18]=[C:19]([CH:22]=[CH:23][C:24]=1[Cl:25])[CH2:20][NH:21][C:1]([NH:3][C:4]([NH:6][CH2:7][CH2:8][CH2:9][CH2:10][CH2:11][CH2:12][CH2:13][CH3:14])=[NH:5])=[NH:2] |f:1.2,4.5|. Reaction conditions: time 3 hour. Starting materials: C(#N)NC(=N)NCCCCCCCC (N1 -cyano-N3 -octyl-guanidine), Cl.ClC=1C=C(CN)C=CC1Cl (3,4-dichlorobenzylamine hydrochloride). Run in C1(=CC(=CC(=C1)C)C)C (mesitylene), C1(=CC(=CC(=C1)C)C)C (mesitylene). Isolated yield 144.6%.